This data is from the Open Reaction Database (ORD), a public repository of structured organic reaction records. The task is: describe an organic reaction: reactants, conditions, products, and yield Reactants: [Br-], c1ccc(COCCC[P+](c2ccccc2)(c2ccccc2)c2ccccc2)cc1, [Li]CCCC, O=CC1=CCCOC1, C1CCOC1. The product is C(=CC1=CCCOC1)CCOCc1ccccc1. RXN SMILES: [Br-:1].[CH2:2]([c:3]1[cH:4][cH:5][cH:6][cH:7][cH:8]1)[O:9][CH2:10][CH2:11][CH2:12][P+:13]([c:14]1[cH:15][cH:16][cH:17][cH:18][cH:19]1)([c:20]1[cH:21][cH:22][cH:23][cH:24][cH:25]1)[c:26]1[cH:27][cH:28][cH:29][cH:30][cH:31]1.[Li:32][CH2:33][CH2:34][CH2:35][CH3:36].[O:37]1[CH2:38][C:39]([CH:43]=[O:44])=[CH:40][CH2:41][CH2:42]1.[O:45]1[CH2:46][CH2:47][CH2:48][CH2:49]1>>[CH2:2]([c:3]1[cH:4][cH:5][cH:6][cH:7][cH:8]1)[O:9][CH2:10][CH2:11][CH:12]=[CH:43][C:39]1=[CH:40][CH2:41][CH2:42][O:37][CH2:38]1. The reactants are C(C)(C)C1=CC(=C(C(=O)O)C=C1)[N+](=O)[O-] (4-isopropyl-2-nitrobenzoic acid), [H][H] (hydrogen). Reagents/catalysts: [Pd] (palladium-on-carbon). The solvent is CO (methanol). Yields the product NC1=C(C(=O)O)C=CC(=C1)C(C)C (2-Amino-4-isopropylbenzoic acid). The yield is 98.0%. RXN SMILES: [CH:1]([C:4]1[CH:12]=[CH:11][C:7]([C:8]([OH:10])=[O:9])=[C:6]([N+:13]([O-])=O)[CH:5]=1)([CH3:3])[CH3:2].[H][H]>CO.[Pd]>[NH2:13][C:6]1[CH:5]=[C:4]([CH:1]([CH3:3])[CH3:2])[CH:12]=[CH:11][C:7]=1[C:8]([OH:10])=[O:9]. Procedure: The product of Example 431C (0.697 g, 3.332 mmol) was hydrogenated in methanol (30 mL) with 10% palladium-on-carbon (70 mg) at 1 atmosphere hydrogen pressure (balloon) for 2 hours. The reaction was filtered through a 0.45 micron PTFE membrane and the catalyst thoroughly washed with methanol. The filtrate was concentrated by rotary evaporation to give the title compound (0.585 g, 3.264 mmol, 98%). 1H NMR (300 MHz, DMSO-D6) δ ppm 1.15 (d, J=6.62 Hz, 6 H) 2.61-2.92 (m, 1 H) 6.41 (dd, J=8.46, 1.47 H... Starting materials: C1(=CC=CC=C1)C1CC(CC(C1)=O)=O (5-phenyl-1,3-cyclohexanedione). Reagents/catalysts: [Pd] (Pd/C). Solvent: C1(=CC=CC=C1)OC1=CC=CC=C1 (phenyl ether), C(Cl)Cl (CH2Cl2). Reaction conditions: temperature 230 celsius, time 2.5 hour. The product is C1(=CC(=CC(=C1)O)O)C1=CC=CC=C1 (1,1′-biphenyl-3,5-diol). As a reaction SMILES: [C:1]1([CH:7]2[CH2:12][C:11](=[O:13])[CH2:10][C:9](=[O:14])[CH2:8]2)[CH:6]=[CH:5][CH:4]=[CH:3][CH:2]=1>C1(OC2C=CC=CC=2)C=CC=CC=1.C(Cl)Cl.[Pd]>[C:7]1([C:1]2[CH:6]=[CH:5][CH:4]=[CH:3][CH:2]=2)[CH:8]=[C:9]([OH:14])[CH:10]=[C:11]([OH:13])[CH:12]=1. Reported procedure: A mixture of 5-phenyl-1,3-cyclohexanedione (2.5 g, 13 mM) and 10% Pd/C (0.5 g) in phenyl ether (30 mL) was heated to 230° C. over 30 minutes and held at 230° C. for 2.5 hours. The reaction was cooled, taken up in CH2Cl2 and filtered through Dicalite. The filtrate was concentrated and the residue purified by chromatography (CH2Cl2, then 5-10% EtOAc/CH2Cl2) to give the desired product. The reactants are CC(C)(C)NS(=O)(=O)c1cccc2c1CSC2, O=C(O)C(F)(F)F. Yields the product NS(=O)(=O)c1cccc2c1CSC2. As a reaction SMILES: [CH3:1][C:2]([CH3:3])([CH3:4])[NH:5][S:6](=[O:7])(=[O:8])[c:9]1[cH:10][cH:11][cH:12][c:13]2[c:17]1[CH2:16][S:15][CH2:14]2.[OH:18][C:19]([C:20]([F:21])([F:22])[F:23])=[O:24]>>[NH2:5][S:6](=[O:7])(=[O:8])[c:9]1[cH:10][cH:11][cH:12][c:13]2[c:17]1[CH2:16][S:15][CH2:14]2. Reactants: C(C)(=O)C1=CC=C(C=C1)C(C)=O (1-(4-acetylphenyl)-ethanone), [BH4-].[Na+] (NaBH4), C(C)(=O)OCC (ethyl acetate). Solvent: CO (methanol), hexanes. Yields the product OC(C)C1=CC=C(C=C1)C(C)=O (1-[4-(1-Hydroxyethyl)-phenyl]-ethanone). As a reaction SMILES: [C:1]([C:4]1[CH:9]=[CH:8][C:7]([C:10](=[O:12])[CH3:11])=[CH:6][CH:5]=1)(=[O:3])[CH3:2].[BH4-].[Na+].C(OCC)(=O)C>CO>[OH:12][CH:10]([C:7]1[CH:8]=[CH:9][C:4]([C:1](=[O:3])[CH3:2])=[CH:5][CH:6]=1)[CH3:11] |f:1.2|. Procedure: To a solution of 1-(4-acetylphenyl)-ethanone (1.0 g, 6.2 mmol) in dry methanol (30 mL) at 0° C. was slowly added NaBH4 (0.07 g, 1.9 mmol). The reaction mixture was allowed to stir at 0° C. for 4 h, at which time silica gel TLC in hexanes and ethyl acetate (1:1 v/v, rf=0.5 desired product) showed a mixture of starting material, desired product, and the double-reduction side product. The reaction mixture was treated slowly with 1 N HCl solution (1 mL) at 0° C. until bubbling was no longer observed... Reactants: C(C)(C)(C)N.C[C@H](C(=O)O)CC1=CC=CC=C1 ((S)-2-Methyl-3-phenylpropionic acid tert-butylamine salt), C(=O)=O (CO2), C1(=CC=CC=C1)/C(/C(=O)O)=C\C1=CC=CC=C1 ((E)-phenylcinnamic acid). Run in CO (methanol). The product is C[C@@H](C(=O)O)CC1=CC=CC=C1 ((R)-2-Methyl-3-phenylpropionic acid). Reaction SMILES: C(N)(C)(C)C.[CH3:6][C@@H:7]([CH2:11][C:12]1[CH:17]=[CH:16][CH:15]=[CH:14][CH:13]=1)[C:8]([OH:10])=[O:9].C(=O)=O.C1(/C(=C\C2C=CC=CC=2)/C(O)=O)C=CC=CC=1>CO>[CH3:6][C@H:7]([CH2:11][C:12]1[CH:17]=[CH:16][CH:15]=[CH:14][CH:13]=1)[C:8]([OH:10])=[O:9] |f:0.1|. Procedure: (S)-2-Methyl-3-phenylpropionic acid tert-butylamine salt, reaction time 40 minutes, conversion 100%, ee 96.5% (SFC, 2× Chiralpak AD-H columns, 10% methanol, 3000 psi CO2, 35° C., flow rate 3 ml/minute, retention times R 7.1 minutes, S 7.7 minutes, (E)-phenylcinnamic acid 12 minutes). The free acid was liberated by partitioning between dichloromethane and 2M HCl. The organic layer was dried (Na2SO4), filtered and the solvent was evaporated to give (R)-2-Methyl-3-phenylpropionic acid as a pale yel... Reactants: C1(C=2C(C(N1)=O)=CC=CC2)=O.[K] (Potassium phthalimide), BrC(C)C(CC)=O (2-Bromo-pentan-3-one), C(C)(=O)OCC (Ethyl acetate). Solvent: CN(C)C=O (DMF). Reaction conditions: time 10 hour. The product is CC(C(CC)=O)N1C(C2=CC=CC=C2C1=O)=O (2-(1-Methyl-2-oxobutyl)-1H-isoindole-1,3(2H)-dione). Isolated yield 79.0%. RXN SMILES: Br[CH:2]([C:4](=[O:7])[CH2:5][CH3:6])[CH3:3].[C:8]1(=[O:18])[NH:12][C:11](=[O:13])[C:10]2=[CH:14][CH:15]=[CH:16][CH:17]=[C:9]12.[K].C(OCC)(=O)C>CN(C=O)C>[CH3:3][CH:2]([N:12]1[C:8](=[O:18])[C:9]2[C:10](=[CH:14][CH:15]=[CH:16][CH:17]=2)[C:11]1=[O:13])[C:4](=[O:7])[CH2:5][CH3:6] |f:1.2,^1:18|. Procedure: 2-Bromo-pentan-3-one obtained in Example (15a) (8.47 g, 35.57 mmol) was dissolved in DMF (120 mL). Potassium phthalimide (6.9 g, 37.25 mmol) was added, and the mixture was stirred at room temperature for 10 hours. Ethyl acetate was added to the reaction solution, and the organic layer was washed with 1 N hydrochloric acid and brine, and dried over anhydrous sodium sulfate. Following concentration under reduced pressure, the residue was washed with hexane to obtain 6.5 g of the title compound as ... The reactants are CN([C@@](CC=1SC2=C(C1)C=CC=C2)(C(=O)O)C)C(=O)OCC2=CC=CC=C2 (methyl N-CBZ-α-methyl-3-benzothiophenylalanine), O.[OH-].[Li+] (lithium hydroxide hydrate), O1CCOCC1 (dioxan). Solvent: O (water), O (water). Yields the product C(=O)(OCC1=CC=CC=C1)N[C@@](CC=1SC2=C(C1)C=CC=C2)(C(=O)O)C (N-CBZ-α-methyl-3-benzothiophenylalanine). Yield: 82.8%. Reaction SMILES: C[N:2]([C:18]([O:20][CH2:21][C:22]1[CH:27]=[CH:26][CH:25]=[CH:24][CH:23]=1)=[O:19])[C@:3]([CH3:17])([C:14]([OH:16])=[O:15])[CH2:4][C:5]1[S:6][C:7]2[CH:13]=[CH:12][CH:11]=[CH:10][C:8]=2[CH:9]=1.O.[OH-].[Li+].O1CCOCC1>O>[C:18]([NH:2][C@:3]([CH3:17])([C:14]([OH:16])=[O:15])[CH2:4][C:5]1[S:6][C:7]2[CH:13]=[CH:12][CH:11]=[CH:10][C:8]=2[CH:9]=1)([O:20][CH2:21][C:22]1[CH:27]=[CH:26][CH:25]=[CH:24][CH:23]=1)=[O:19] |f:1.2.3|. Procedure: A solution of methyl N-CBZ-α-methyl-3-benzothiophenylalanine (0.6 g, 1.57 mmol), lithium hydroxide hydrate (0.14 g, 3.33 mmol) in water (20 mL), and dioxan (20 mL) was stirred at room temperature overnight. The reaction mixture was diluted with water, washed with ether, acidified with 1N hydrochloric acid, and extracted with ethyl acetate three times. The combined extracts were washed with water, dried over magnesium sulphate, filtered, and evaporated to dryness. Crystallization from ether/hexan... Starting materials: C(C)(C)(C)OC(=O)NCCOC(CCNC(=O)C1OC2=C(C(=CC=C2CC1)OCCCOC1=C(C=C(C(=C1)OCC1=CC=CC=C1)C1=CC=C(C=C1)F)CC)CCC)=O (2-((tert-butoxy)carbonylamino)ethyl-3-((7-(3-(2-ethyl-4-(4-fluorophenyl)-5-(phenylmethoxy)phenoxy)propoxy)-8-propylchroman-2-yl)carbonylamino)propanoate), [H][H] (hydrogen). Reagents/catalysts: [Pd] (Pd/C). The solvent is CO.C(Cl)(Cl)Cl (methanol chloroform). Product: C(C)(C)(C)OC(=O)NCCOC(CCNC(=O)C1OC2=C(C(=CC=C2CC1)OCCCOC1=CC(=C(C=C1CC)C1=CC=C(C=C1)F)O)CCC)=O (2-((tert-butoxy)carbonylamino)ethyl-3-((7-(3-(6-ethyl-4-(4-fluorophenyl)-3-hydroxyphenoxy)propoxy)-8-propylchroman-2-yl)carbonylamino)propanoate). Yield: 81.8%. Reaction SMILES: [C:1]([O:5][C:6]([NH:8][CH2:9][CH2:10][O:11][C:12](=[O:59])[CH2:13][CH2:14][NH:15][C:16]([CH:18]1[CH2:27][CH2:26][C:25]2[C:20](=[C:21]([CH2:56][CH2:57][CH3:58])[C:22]([O:28][CH2:29][CH2:30][CH2:31][O:32][C:33]3[CH:38]=[C:37]([O:39]CC4C=CC=CC=4)[C:36]([C:47]4[CH:52]=[CH:51][C:50]([F:53])=[CH:49][CH:48]=4)=[CH:35][C:34]=3[CH2:54][CH3:55])=[CH:23][CH:24]=2)[O:19]1)=[O:17])=[O:7])([CH3:4])([CH3:3])[CH3:2].[H][H]>CO.C(Cl)(Cl)Cl.[Pd]>[C:1]([O:5][C:6]([NH:8][CH2:9][CH2:10][O:11][C:12](=[O:59])[CH2:13][CH2:14][NH:15][C:16]([CH:18]1[CH2:27][CH2:26][C:25]2[C:20](=[C:21]([CH2:56][CH2:57][CH3:58])[C:22]([O:28][CH2:29][CH2:30][CH2:31][O:32][C:33]3[C:34]([CH2:54][CH3:55])=[CH:35][C:36]([C:47]4[CH:52]=[CH:51][C:50]([F:53])=[CH:49][CH:48]=4)=[C:37]([OH:39])[CH:38]=3)=[CH:23][CH:24]=2)[O:19]1)=[O:17])=[O:7])([CH3:4])([CH3:2])[CH3:3] |f:2.3|. Procedure: 2-((tert-butoxy)carbonylamino)ethyl-3-((7-(3-(2-ethyl-4-(4-fluorophenyl)-5-(phenylmethoxy)phenoxy)propoxy)-8-propylchroman-2-yl)carbonylamino)propanoate (110 mg) was dissolved in methanol/chloroform (2:1, 5 mL) with 10% Pd/C (24 mg) and hydrogen gas bubbled in for 2 hours. The mixture was filtered through Celite®, rinsed with methanol, and concentrated under vacuum to afford 80 mg of 2-((tert-butoxy)carbonylamino)ethyl-3-((7-(3-(6-ethyl-4-(4-fluorophenyl)-3-hydroxyphenoxy)propoxy)-8-propylchroma...